From a dataset of the Open Reaction Database (ORD), a public repository of structured organic reaction records. describe an organic reaction: reactants, conditions, products, and yield Reactants: O=C([O-])O, CCO, COc1ccc(C(C)C)cc1-c1ccc(C(F)(F)F)cc1CNCc1cc(C(F)(F)F)cc(C(F)(F)F)c1, N#CBr, [Na+]. Yields the product COc1ccc(C(C)C)cc1-c1ccc(C(F)(F)F)cc1CN(C#N)Cc1cc(C(F)(F)F)cc(C(F)(F)F)c1. RXN SMILES: [C:42](=[O:43])([OH:44])[O-:45].[CH3:47][CH2:48][OH:49].[F:1][C:2]([c:3]1[cH:4][c:5]([CH2:6][NH:7][CH2:8][c:9]2[c:10](-[c:19]3[c:20]([O:28][CH3:29])[cH:21][cH:22][c:23]([CH:25]([CH3:26])[CH3:27])[cH:24]3)[cH:11][cH:12][c:13]([C:15]([F:16])([F:17])[F:18])[cH:14]2)[cH:30][c:31]([C:33]([F:34])([F:35])[F:36])[cH:32]1)([F:37])[F:38].[N:39]#[C:40][Br:41].[Na+:46]>>[F:1][C:2]([c:3]1[cH:4][c:5]([CH2:6][N:7]([CH2:8][c:9]2[c:10](-[c:19]3[c:20]([O:28][CH3:29])[cH:21][cH:22][c:23]([CH:25]([CH3:26])[CH3:27])[cH:24]3)[cH:11][cH:12][c:13]([C:15]([F:16])([F:17])[F:18])[cH:14]2)[C:40]#[N:39])[cH:30][c:31]([C:33]([F:34])([F:35])[F:36])[cH:32]1)([F:37])[F:38]. The reactants are CON(C(=O)C1=CN(C2=CC=CC=C2C1=O)CC1=NC(=CC=C1)Br)C (1-(6-bromo-pyridin-2-ylmethyl)-4-oxo-1,4-dihydro-quinoline-3-carboxylic acid methoxy-methyl-amide), white powder, IC=1C=CC(=NC1)C(F)(F)F (5-iodo-2-trifluoromethyl-pyridine), C(C)(C)[Mg]Cl (isopropylmagnesium chloride). Solvent: C1CCOC1 (THF), C1CCOC1 (THF). The product is BrC1=CC=CC(=N1)CN1C=C(C(C2=CC=CC=C12)=O)C(=O)C1=NC(=CC=C1)C(F)(F)F (1-(6-Bromo-pyridin-2-ylmethyl)-3-(6-trifluoromethyl-pyridine-2-carbonyl)-1H-quinolin-4-one). Reaction SMILES: CON(C)[C:4]([C:6]1[C:15](=[O:16])[C:14]2[C:9](=[CH:10][CH:11]=[CH:12][CH:13]=2)[N:8]([CH2:17][C:18]2[CH:23]=[CH:22][CH:21]=[C:20]([Br:24])[N:19]=2)[CH:7]=1)=[O:5].I[C:27]1[CH:28]=[CH:29][C:30]([C:33]([F:36])([F:35])[F:34])=[N:31][CH:32]=1.C([Mg]Cl)(C)C>C1COCC1>[Br:24][C:20]1[N:19]=[C:18]([CH2:17][N:8]2[C:9]3[C:14](=[CH:13][CH:12]=[CH:11][CH:10]=3)[C:15](=[O:16])[C:6]([C:4]([C:32]3[CH:27]=[CH:28][CH:29]=[C:30]([C:33]([F:36])([F:35])[F:34])[N:31]=3)=[O:5])=[CH:7]2)[CH:23]=[CH:22][CH:21]=1. Procedure: Experimental conditions analogous to those described for Step 6 of Example 60 from 120 mg (0.30 mmol) of 1-(6-bromo-pyridin-2-ylmethyl)-4-oxo-1,4-dihydro-quinoline-3-carboxylic acid methoxy-methyl-amide in 1 mL THF and 239 mg (0.66 mmol) of 75% 5-iodo-2-trifluoromethyl-pyridine in 1 mL THF with 0.37 mL 2M isopropylmagnesium chloride. Yield: 78 mg of a white powder. LC-MSD, m/z for C22H13BrF3N3O2 [M+H]+=488.0, 490.0; HPLC retention time: 2.4 min. The reactants are C(C)(=O)CC(=S)Cl (acetylthioacetyl chloride), C(C)(=O)CCC(=S)Cl (3-acetylthiopropionyl chloride), SCC(C(=O)N1[C@H](C(=O)O)CC(C1)=O)SC (1-(3-Mercapto-2-methylthio-1-oxopropyl)-4-oxo-L-proline). Product: O=C1C[C@H](NC1)C(=O)O (4-oxo-L-proline). RXN SMILES: C(CC(Cl)=S)(=O)C.C(CCC(Cl)=S)(=O)C.SCC(SC)C([N:21]1[CH2:28][C:27](=[O:29])[CH2:26][C@H:22]1[C:23]([OH:25])=[O:24])=O>>[O:29]=[C:27]1[CH2:28][NH:21][C@H:22]([C:23]([OH:25])=[O:24])[CH2:26]1. Procedure details: Following the procedure of Example 1 but substituting acetylthioacetyl chloride for the 3-acetylthiopropionyl chloride in part (d), one obtains 1-[2-acetylthio)-1-oxoethyl]-4-oxo-L-proline. Reactants: C(C1=CC=CC=C1)Br (benzyl bromide), C(C1=CC=CC=C1)Br (benzyl bromide), COC1=C(C=CC=C1)S(=O)(=O)OC=1C=C(OCCC=NNC(=S)N)C=C(C1)C (3-[3-(2-methoxyphenylsulfonyloxy)-5-methylphenoxy]-propionaldehyde thiosemicarbazone), C([O-])(O)=O.[Na+] (sodium bicarbonate). The solvent is O1CCCC1 (tetrahydrofuran), O1CCCC1 (tetrahydrofuran), CO (methanol), O1CCCC1 (tetrahydrofuran), CO (methanol). Reaction conditions: time 5 hour. The product is C(C1=CC=CC=C1)N(N=CCCOC1=CC(=CC(=C1)C)OS(=O)(=O)C1=C(C=CC=C1)OC)C(S)=N (3-[3-(2-Methoxyphenylsulfonyloxy)-5-methylphenoxy]propionaldehyde benzylisothiosemicarbazone). The yield is 62.0%. Reaction SMILES: [CH2:1](Br)[C:2]1[CH:7]=[CH:6][CH:5]=[CH:4][CH:3]=1.[CH3:9][O:10][C:11]1[CH:16]=[CH:15][CH:14]=[CH:13][C:12]=1[S:17]([O:20][C:21]1[CH:22]=[C:23]([CH:33]=[C:34]([CH3:36])[CH:35]=1)[O:24][CH2:25][CH2:26][CH:27]=[N:28][NH:29][C:30]([NH2:32])=[S:31])(=[O:19])=[O:18].C(=O)(O)[O-].[Na+]>O1CCCC1.CO>[CH2:1]([N:29]([C:30](=[NH:32])[SH:31])[N:28]=[CH:27][CH2:26][CH2:25][O:24][C:23]1[CH:33]=[C:34]([CH3:36])[CH:35]=[C:21]([O:20][S:17]([C:12]2[CH:13]=[CH:14][CH:15]=[CH:16][C:11]=2[O:10][CH3:9])(=[O:19])=[O:18])[CH:22]=1)[C:2]1[CH:7]=[CH:6][CH:5]=[CH:4][CH:3]=1 |f:2.3|. Procedure: A solution of benzyl bromide (15.5 μL, 0.13 mmol) in tetrahydrofuran (1.5 mL) and methanol (0.5 mL) was added dropwise over 20 minutes to a mixture of 3-[3-(2-methoxyphenylsulfonyloxy)-5-methylphenoxy]-propionaldehyde thiosemicarbazone (55.3 mg, 0.13 mmol, as prepared in the preceding step) and sodium bicarbonate (28.8 mg, 0.34 mmol) in tetrahydrofuran (1.5 mL) and methanol (0.5 mL). The reaction was stirred for 5 hours at ambient temperature, then additional benzyl bromide (15.5 μL, 0.13 mmol) ... Reactants: CC1(C)OCCc2c1[nH]c1ccc(OCc3ccccc3)cc21, CCO. The product is CC1(C)OCCc2c1[nH]c1ccc(O)cc21. Reaction SMILES: [CH3:1][C:2]1([CH3:23])[O:3][CH2:4][CH2:5][c:6]2[c:7]1[nH:8][c:9]1[cH:10][cH:11][c:12]([O:15][CH2:16][c:17]3[cH:18][cH:19][cH:20][cH:21][cH:22]3)[cH:13][c:14]21.[CH3:24][CH2:25][OH:26]>>[CH3:1][C:2]1([CH3:23])[O:3][CH2:4][CH2:5][c:6]2[c:7]1[nH:8][c:9]1[cH:10][cH:11][c:12]([OH:15])[cH:13][c:14]21.